This data is from the Open Reaction Database (ORD), a public repository of structured organic reaction records. The task is: describe an organic reaction: reactants, conditions, products, and yield Reactants: FC1=CC=C(C=C1)CCCC(=O)O (4-(p-fluorophenyl)butyric acid), CC(C)=C (isobutylene). Yields the product FC1=CC=C(C=C1)CCCC(=O)OC(C)(C)C (t-butyl 4-(p-fluorophenyl)butyrate). As a reaction SMILES: [F:1][C:2]1[CH:7]=[CH:6][C:5]([CH2:8][CH2:9][CH2:10][C:11]([OH:13])=[O:12])=[CH:4][CH:3]=1.[CH3:14][C:15](=[CH2:17])[CH3:16]>>[F:1][C:2]1[CH:3]=[CH:4][C:5]([CH2:8][CH2:9][CH2:10][C:11]([O:13][C:15]([CH3:17])([CH3:16])[CH3:14])=[O:12])=[CH:6][CH:7]=1. Reported procedure: In Scheme A, step 1, 4-(p-fluorophenyl)butyric acid is contacted with isobutylene to give t-butyl 4-(p-fluorophenyl)butyrate. Starting materials: CO (methanol), C1(=CC=CC=C1)C(OC1=CN(C(=CC1=O)CO)C(C)C)C1=CC=CC=C1 (3-diphenylmethoxy-6-hydroxymethyl-1-isopropyl-4-pyridone). Reagents/catalysts: [O-2].[O-2].[Mn+4] (manganese dioxide). Run in C1=CC=CC=C1.C(C)(=O)OCC (benzene ethyl acetate). Run at time 5 hour. Product: C1(=CC=CC=C1)C(OC1=CN(C(=CC1=O)C=O)C(C)C)C1=CC=CC=C1 (3-diphenylmethoxy-6-formyl-1-isopropyl-4-pyridone). Isolated yield 54.2%. Reaction SMILES: CO.[C:3]1([CH:9]([C:23]2[CH:28]=[CH:27][CH:26]=[CH:25][CH:24]=2)[O:10][C:11]2[C:16](=[O:17])[CH:15]=[C:14]([CH2:18][OH:19])[N:13]([CH:20]([CH3:22])[CH3:21])[CH:12]=2)[CH:8]=[CH:7][CH:6]=[CH:5][CH:4]=1>[O-2].[O-2].[Mn+4].C1C=CC=CC=1.C(OCC)(=O)C>[C:23]1([CH:9]([C:3]2[CH:4]=[CH:5][CH:6]=[CH:7][CH:8]=2)[O:10][C:11]2[C:16](=[O:17])[CH:15]=[C:14]([CH:18]=[O:19])[N:13]([CH:20]([CH3:22])[CH3:21])[CH:12]=2)[CH:24]=[CH:25][CH:26]=[CH:27][CH:28]=1 |f:2.3.4,5.6|. Procedure details: To a methanol solution (120 ml) of 1.600 g of 3-diphenylmethoxy-6-hydroxymethyl-1-isopropyl-4-pyridone is added 10.00 g of active manganese dioxide at room temperature, and the mixture is stirred for 5 hours, then at 50° C. for 1 hour. After insolubles are removed by filtration, the filtrate is condensed under reduced pressure and the residue is subjected to flash column chromatography on 100 g of Wako-Gel C-300 (manufactured by Wako Pure Chemical Industries, Ltd.) with an eluent of benzene-ethy... Reactants: [Al], CCOC(=O)N1c2cc(OC)c(OC)cc2C(=NO)CC1C, CCO, [K+], [Ni], [OH-]. Yields the product CCOC(=O)N1c2cc(OC)c(OC)cc2C(N)CC1C. RXN SMILES: [Al:29].[CH2:1]([CH3:2])[O:3][C:4](=[O:5])[N:6]1[CH:7]([CH3:22])[CH2:8][C:9](=[N:20][OH:21])[c:10]2[cH:11][c:12]([O:18][CH3:19])[c:13]([O:16][CH3:17])[cH:14][c:15]21.[CH3:25][CH2:26][OH:27].[K+:24].[Ni:28].[OH-:23]>>[CH2:1]([CH3:2])[O:3][C:4](=[O:5])[N:6]1[CH:7]([CH3:22])[CH2:8][CH:9]([NH2:20])[c:10]2[cH:11][c:12]([O:18][CH3:19])[c:13]([O:16][CH3:17])[cH:14][c:15]21. The reactants are COC(C(CC1CCCC1)N1N=CC(=CC1=O)OC1=C2C=CNC2=CC=C1)=O (3-cyclopentyl-2-[4-(1H-indol-4-yloxy)-6-oxo-6H-pyridazin-1-yl]-propionic acid methyl ester), [OH-].[Na+] (sodium hydroxide), Cl (hydrochloric acid). Solvent: O (water), CO (methanol). Reaction conditions: temperature 25 celsius, time 8 hour. Product: C1(CCCC1)CC(C(=O)O)N1N=CC(=CC1=O)OC1=C2C=CNC2=CC=C1 (3-cyclopentyl-2-[4-(1H-indol-4-yloxy)-6-oxo-6H-pyridazin-1-yl]-propionic acid). Yield: 41.9%. RXN SMILES: C[O:2][C:3](=[O:28])[CH:4]([N:11]1[C:16](=[O:17])[CH:15]=[C:14]([O:18][C:19]2[CH:27]=[CH:26][CH:25]=[C:24]3[C:20]=2[CH:21]=[CH:22][NH:23]3)[CH:13]=[N:12]1)[CH2:5][CH:6]1[CH2:10][CH2:9][CH2:8][CH2:7]1.[OH-].[Na+].Cl>CO.O>[CH:6]1([CH2:5][CH:4]([N:11]2[C:16](=[O:17])[CH:15]=[C:14]([O:18][C:19]3[CH:27]=[CH:26][CH:25]=[C:24]4[C:20]=3[CH:21]=[CH:22][NH:23]4)[CH:13]=[N:12]2)[C:3]([OH:28])=[O:2])[CH2:10][CH2:9][CH2:8][CH2:7]1 |f:1.2|. Reported procedure: A solution of 3-cyclopentyl-2-[4-(1H-indol-4-yloxy)-6-oxo-6H-pyridazin-1-yl]-propionic acid methyl ester (500 mg, 1.3 mmol) in methanol (3 mL) was treated with a 4N aqueous sodium hydroxide solution (63 mg, 1.57 mmol). The reaction solution was stirred at 25° C. overnight. At this time, the reaction mixture was diluted with water (10 mL) and was acidified with a 1N aqueous hydrochloric acid solution until pH=2. The aqueous phase was extracted with ethyl acetate (3×20 mL). The combined organics w... Reactants: CCCCCCCCOc1ccc(-c2nnc(C3(C)COC(C)(C)N3C(=O)OC(C)(C)C)s2)cc1C(F)(F)F, CO, O, Cc1ccc(S(=O)(=O)O)cc1. Yields the product CCCCCCCCOc1ccc(-c2nnc(C(C)(N)CO)s2)cc1C(F)(F)F. RXN SMILES: [CH3:13][C:14]1([CH3:19])[O:15][CH2:16][C:17]([c:26]2[s:27][c:28](-[c:31]3[cH:32][c:33]([C:46]([F:47])([F:48])[F:49])[c:34]([O:37][CH2:38][CH2:39][CH2:40][CH2:41][CH2:42][CH2:43][CH2:44][CH3:45])[cH:35][cH:36]3)[n:29][n:30]2)([CH3:50])[N:18]1[C:20]([O:21][C:22]([CH3:23])([CH3:24])[CH3:25])=[O:51].[CH3:52][OH:53].[OH2:1].[c:2]1([CH3:3])[cH:4][cH:5][c:6]([S:7]([OH:8])(=[O:9])=[O:10])[cH:11][cH:12]1>>[OH:15][CH2:16][C:17]([NH2:18])([c:26]1[s:27][c:28](-[c:31]2[cH:32][c:33]([C:46]([F:47])([F:48])[F:49])[c:34]([O:37][CH2:38][CH2:39][CH2:40][CH2:41][CH2:42][CH2:43][CH2:44][CH3:45])[cH:35][cH:36]2)[n:29][n:30]1)[CH3:50]. Reactants: CC(C)(C)OC(=O)N1CC2CN(c3ccc4c(c3)C(=O)c3cc(Br)ccc3-4)CC2C1, CC(C)(C)P(c1ccccc1-c1ccccc1)C(C)(C)C, CC(C)(C)[O-], Cc1ccccc1, [Na+], O=C(C=Cc1ccccc1)C=Cc1ccccc1, O=C(C=Cc1ccccc1)C=Cc1ccccc1, O=C(C=Cc1ccccc1)C=Cc1ccccc1, [Pd], [Pd]. Yields the product CC(C)(C)OC(=O)N1CC2CN(c3ccc4c(c3)C(=O)c3cc(OC(C)(C)C)ccc3-4)CC2C1. As a reaction SMILES: [C:1](=[O:2])([O:3][C:4]([CH3:5])([CH3:6])[CH3:7])[N:8]1[CH2:9][CH:10]2[CH2:11][N:12]([c:16]3[cH:17][c:18]4[c:26]([cH:27][cH:28]3)-[c:25]3[c:20]([cH:21][c:22]([Br:29])[cH:23][cH:24]3)[C:19]4=[O:30])[CH2:13][CH:14]2[CH2:15]1.[C:31]([P:32]([C:33]([CH3:34])([CH3:35])[CH3:36])[c:37]1[cH:38][cH:39][cH:40][cH:41][c:42]1-[c:43]1[cH:44][cH:45][cH:46][cH:47][cH:48]1)([CH3:49])([CH3:50])[CH3:51].[CH3:52][C:53]([CH3:54])([O-:55])[CH3:56].[CH3:58][c:59]1[cH:60][cH:61][cH:62][cH:63][cH:64]1.[Na+:57].[O:103]=[C:104]([CH:105]=[CH:106][c:107]1[cH:108][cH:109][cH:110][cH:111][cH:112]1)[CH:113]=[CH:114][c:115]1[cH:116][cH:117][cH:118][cH:119][cH:120]1.[O:67]=[C:68]([CH:69]=[CH:70][c:71]1[cH:72][cH:73][cH:74][cH:75][cH:76]1)[CH:77]=[CH:78][c:79]1[cH:80][cH:81][cH:82][cH:83][cH:84]1.[O:85]=[C:86]([CH:87]=[CH:88][c:89]1[cH:90][cH:91][cH:92][cH:93][cH:94]1)[CH:95]=[CH:96][c:97]1[cH:98][cH:99][cH:100][cH:101][cH:102]1.[Pd:65].[Pd:66]>>[C:1](=[O:2])([O:3][C:4]([CH3:5])([CH3:6])[CH3:7])[N:8]1[CH2:9][CH:10]2[CH2:11][N:12]([c:16]3[cH:17][c:18]4[c:26]([cH:27][cH:28]3)-[c:25]3[c:20]([cH:21][c:22]([O:55][C:53]([CH3:52])([CH3:54])[CH3:56])[cH:23][cH:24]3)[C:19]4=[O:30])[CH2:13][CH:14]2[CH2:15]1. Starting materials: [Li+].CCC[CH2-] (N-butyllithium), [NH4+].[Cl-] (NH4Cl), BrC1=CC=C(C=C1)F (4-Bromofluorobenzene), CCOCC (ether), CC=1C=C(C=NC1)C1C(C2=CC=CC=C2C1)=O (5-Methyl-3-pyridylindanone), CCOCC (ether). Solvent: O (H2O). Conditions: temperature -20 celsius, time 0.5 hour. The product is FC1=CC=C(C=C1)C1(CC(C2=CC(=CC=C12)C)C1=CC=NC=C1)O (3-(4'-Fluorophenyl)-3-hydroxy-6-methyl-1-(4-pyridyl)indane). RXN SMILES: Br[C:2]1[CH:7]=[CH:6][C:5]([F:8])=[CH:4][CH:3]=1.[Li+].[CH3:10]CC[CH2-].C[C:15]1[CH:16]=[C:17]([CH:21]2[CH2:29][C:28]3[C:23](=[CH:24][CH:25]=C[CH:27]=3)[C:22]2=O)[CH:18]=NC=1.[NH4+:31].[Cl-].CC[O:35][CH2:36][CH3:37]>O>[F:8][C:5]1[CH:6]=[CH:7][C:2]([C:36]2([OH:35])[C:37]3[C:29](=[CH:21][C:17]([CH3:18])=[CH:16][CH:15]=3)[CH:28]([C:23]3[CH:22]=[CH:10][N:31]=[CH:25][CH:24]=3)[CH2:27]2)=[CH:3][CH:4]=1 |f:1.2,4.5|. Reported procedure: 4-Bromofluorobenzene (87.5 g) dissolved in 1000 ml of dry ether was cooled to -20° C. and kept under dry N2.N-butyllithium (0.5 moles 15% W/V in n-hexane) was added during 1 hour while the temperature was kept below 0° C. The reaction mixture was stirred for another 1/2 h and further cooled to -30° C. 5-Methyl-3-pyridylindanone (75 g) (prepared according to the standard methods--J. Med. Chem., 11, (1968), 1064-1066) dissoled in dry ether (500 ml) was added dropwise at such a rate as to keep the ... The reactants are ClC(=CC(C(C)C)=O)Cl (1,1-dichloro-4-methyl-pent-1-en-3-one), alkali metal borohydrides, [BH4-].[Na+] (sodium borohydride). Yields the product ClC(=CC(C(C)C)O)Cl (1,1-dichloro-4-methyl-3-hydroxy-pent-1-ene). Reaction SMILES: [Cl:1][C:2]([Cl:9])=[CH:3][C:4](=[O:8])[CH:5]([CH3:7])[CH3:6].[BH4-].[Na+]>>[Cl:1][C:2]([Cl:9])=[CH:3][CH:4]([OH:8])[CH:5]([CH3:7])[CH3:6] |f:1.2|. Procedure: Surprisingly, however, it has been found that 1,1-dichloro-4-methyl-pent-1-en-3-one can be reduced with alkali metal borohydrides, preferably sodium borohydride, to give 1,1-dichloro-4-methyl-3-hydroxy-pent-1-ene in virtually quantitative yield. Reactants: CC(=O)N1CC(N=[N+]=[N-])CC1CO, CO, [H][H]. Product: CC(=O)N1CC(N)CC1CO. Reaction SMILES: [C:1]([CH3:2])(=[O:3])[N:4]1[CH:5]([CH2:12][OH:13])[CH2:6][CH:7]([N:9]=[N+:10]=[N-:11])[CH2:8]1.[CH3:16][OH:17].[H:14][H:15]>>[C:1]([CH3:2])(=[O:3])[N:4]1[CH:5]([CH2:12][OH:13])[CH2:6][CH:7]([NH2:9])[CH2:8]1.